Dataset: the Open Reaction Database (ORD), a public repository of structured organic reaction records. Task: describe an organic reaction: reactants, conditions, products, and yield Reactants: C(=O)(C(F)(F)F)O (TFA), CN1CC(N(CC1)CC1CCN(CC1)C(=O)OC(C)(C)C)=O (tert-butyl 4-[(4-methyl-2-oxo-piperazin-1-yl)methyl]piperidine-1-carboxylate). Run in C(Cl)Cl (DCM). Conditions: time 16 hour. The product is CN1CC(N(CC1)CC1CCNCC1)=O (4-methyl-1-(piperidin-4-ylmethyl)piperazin-2-one). The yield is 97.7%. Reaction SMILES: C(O)(C(F)(F)F)=O.[CH3:8][N:9]1[CH2:14][CH2:13][N:12]([CH2:15][CH:16]2[CH2:21][CH2:20][N:19](C(OC(C)(C)C)=O)[CH2:18][CH2:17]2)[C:11](=[O:29])[CH2:10]1>C(Cl)Cl>[CH3:8][N:9]1[CH2:14][CH2:13][N:12]([CH2:15][CH:16]2[CH2:21][CH2:20][NH:19][CH2:18][CH2:17]2)[C:11](=[O:29])[CH2:10]1. Procedure: TFA (1 mL, 12.98 mmol) was added to a stirred solution of tert-butyl 4-[(4-methyl-2-oxo-piperazin-1-yl)methyl]piperidine-1-carboxylate (98 mg, 0.3147 mmol) in DCM (2 mL) and the reaction stirred at ambient temperature for 16 hours. The solvent was removed in vacuo and the residue azeotroped with DCM (×2) and ether (×2). The residue was passed through a 5 g SCX-2 cartridge and washed with MeOH/DCM mixtures. The product was eluted by washing the cartridge with 2M NH3 in MeOH/DCM mixtures. The solv... Reactants: BrC1=CC=C(C=C1)N1C(COCC1)=O (4-(4-bromophenyl)-3-morpholinone), B1(OC(C(O1)(C)C)(C)C)B2OC(C(O2)(C)C)(C)C (bis(pinacolato)diboron), C(C)(=O)[O-].[K+] (potassium acetate), Cl.N12C[C@@H](C(CC1)CC2)NC(=O)C=2SC1=C(C2)C=CC=C1Br (N-[(3R)-1-azabicyclo[2.2.2]oct-3-yl]-7-bromo-1-benzothiophene-2-carboxamide hydrochloride), C([O-])([O-])=O.[Na+].[Na+] (sodium carbonate). Reagents/catalysts: C1=CC=C(C=C1)P([C-]2C=CC=C2)C3=CC=CC=C3.C1=CC=C(C=C1)P([C-]2C=CC=C2)C3=CC=CC=C3.Cl[Pd]Cl.[Fe+2] (PdCl2(dppf)), C1=CC=C(C=C1)P([C-]2C=CC=C2)C3=CC=CC=C3.C1=CC=C(C=C1)P([C-]2C=CC=C2)C3=CC=CC=C3.Cl[Pd]Cl.[Fe+2] (PdCl2(dppf)). The solvent is CN(C)C=O (DMF). The product is Cl.N12C[C@@H](C(CC1)CC2)NC(=O)C=2SC1=C(C2)C=CC=C1C1=CC=C(C=C1)N1C(COCC1)=O (N-[(3R)-1-Azabicyclo[2.2.2]oct-3-yl]-7-[4-(3-oxo-4-morpholinyl)phenyl]-1-benzothiophene-2-carboxamide hydrochloride). Reaction SMILES: Br[C:2]1[CH:7]=[CH:6][C:5]([N:8]2[CH2:13][CH2:12][O:11][CH2:10][C:9]2=[O:14])=[CH:4][CH:3]=1.B1(B2OC(C)(C)C(C)(C)O2)OC(C)(C)C(C)(C)O1.C([O-])(=O)C.[K+].[ClH:38].[N:39]12[CH2:46][CH2:45][CH:42]([CH2:43][CH2:44]1)[C@@H:41]([NH:47][C:48]([C:50]1[S:51][C:52]3[C:58](Br)=[CH:57][CH:56]=[CH:55][C:53]=3[CH:54]=1)=[O:49])[CH2:40]2.C(=O)([O-])[O-].[Na+].[Na+]>CN(C=O)C.C1C=CC(P(C2C=CC=CC=2)[C-]2C=CC=C2)=CC=1.C1C=CC(P(C2C=CC=CC=2)[C-]2C=CC=C2)=CC=1.Cl[Pd]Cl.[Fe+2]>[ClH:38].[N:39]12[CH2:44][CH2:43][CH:42]([CH2:45][CH2:46]1)[C@@H:41]([NH:47][C:48]([C:50]1[S:51][C:52]3[C:58]([C:2]4[CH:7]=[CH:6][C:5]([N:8]5[CH2:13][CH2:12][O:11][CH2:10][C:9]5=[O:14])=[CH:4][CH:3]=4)=[CH:57][CH:56]=[CH:55][C:53]=3[CH:54]=1)=[O:49])[CH2:40]2 |f:2.3,4.5,6.7.8,10.11.12.13,14.15|. Procedure details: 120 mg (0.39 mmol) of 4-(4-bromophenyl)-3-morpholinone, 115.3 mg (0.45 mmol) of bis(pinacolato)diboron, 96.6 mg (0.98 mmol) of potassium acetate, 11.1 mg (0.02 mmol) of PdCl2(dppf), 121.6 mg (0.30 mmol) of N-[(3R)-1-azabicyclo[2.2.2]oct-3-yl]-7-bromo-1-benzothiophene-2-carboxamide hydrochloride (Example 8A), 0.76 ml of 2 M sodium carbonate solution and a further 11.1 mg (0.02 mmol) of PdCl2(dppf) in 2 ml of DMF are reacted by general method D. Drying under high vacuum results in 24 mg (16% of th... Starting materials: CC=1C=C(N)C=CC1C=1C=NC=CC1C (3-Methyl-4-(4-methylpyridin-3-yl)aniline), CC1=C(C=NC=C1)B(O)O (4-Methylpyridin-3-ylboronic acid), BrC1=CC(=C(C=C1OC)NC(C)=O)C (N-(4-Bromo-5-methoxy-2-methylphenyl)acetamide). The product is COC=1C(=CC(=C(N)C1)C)C=1C=NC=CC1C (5-Methoxy-2-methyl-4-(4-methylpyridin-3-yl)aniline), solid. The yield is 55.0%. RXN SMILES: [CH3:1][C:2]1[CH:7]=[CH:6][N:5]=[CH:4][C:3]=1B(O)O.Br[C:12]1[C:17]([O:18][CH3:19])=[CH:16][C:15]([NH:20]C(=O)C)=[C:14]([CH3:24])[CH:13]=1.CC1C=C(C=CC=1C1C=NC=CC=1C)N>>[CH3:19][O:18][C:17]1[C:12]([C:3]2[CH:4]=[N:5][CH:6]=[CH:7][C:2]=2[CH3:1])=[CH:13][C:14]([CH3:24])=[C:15]([CH:16]=1)[NH2:20]. Reported procedure: Intermediate 22 was prepared from Intermediate 1A and Intermediate 22B by the procedures described for the preparation of Intermediate 1, and was obtained as a pale yellow solid (55% yield). MS (ES): m/z=229.3 [M+H]+. Intermediate 22 was used in the synthesis of Example 20. Reactants: BrC=1C=C2C(=NNC2=C(C1)C(=O)N)C1CCN(CC1)S(=O)(=O)CCCN1CCCC1 (5-bromo-3-(1-{[3-(1-pyrrolidinyl)propyl]sulfonyl}-4-piperidinyl)-1H-indazole-7-carboxamide), BrC=1C=C2C(=NNC2=C(C1)C(=O)N)C1CCN(CC1)S(=O)(=O)CCCN1CCCC1 (5-bromo-3-(1-{[3-(1-pyrrolidinyl)propyl]sulfonyl}-4-piperidinyl)-1H-indazole-7-carboxamide), OCC=1C=C(C=CC1)B(O)O ([3-(hydroxymethyl)phenyl]boronic acid), C([O-])([O-])=O.[Cs+].[Cs+] (cesium carbonate). Reagents/catalysts: C=1C=CC(=CC1)[P](C=2C=CC=CC2)(C=3C=CC=CC3)[Pd]([P](C=4C=CC=CC4)(C=5C=CC=CC5)C=6C=CC=CC6)([P](C=7C=CC=CC7)(C=8C=CC=CC8)C=9C=CC=CC9)[P](C=1C=CC=CC1)(C=1C=CC=CC1)C=1C=CC=CC1 (Pd(PPh3)4). Solvent: O1CCOCC1.O (dioxane water). Yields the product OCC=1C=C(C=CC1)C=1C=C2C(=NNC2=C(C1)C(=O)N)C1CCN(CC1)S(=O)(=O)CCCN1CCCC1 (5-[3-(hydroxymethyl)phenyl]-3-(1-{[3-(1-pyrrolidinyl)propyl]sulfonyl}-4-piperidinyl)-1H-indazole-7-carboxamide). The yield is 19.0%. Reaction SMILES: Br[C:2]1[CH:3]=[C:4]2[C:8](=[C:9]([C:11]([NH2:13])=[O:12])[CH:10]=1)[NH:7][N:6]=[C:5]2[CH:14]1[CH2:19][CH2:18][N:17]([S:20]([CH2:23][CH2:24][CH2:25][N:26]2[CH2:30][CH2:29][CH2:28][CH2:27]2)(=[O:22])=[O:21])[CH2:16][CH2:15]1.[OH:31][CH2:32][C:33]1[CH:34]=[C:35](B(O)O)[CH:36]=[CH:37][CH:38]=1.C(=O)([O-])[O-].[Cs+].[Cs+]>O1CCOCC1.O.C1C=CC([P]([Pd]([P](C2C=CC=CC=2)(C2C=CC=CC=2)C2C=CC=CC=2)([P](C2C=CC=CC=2)(C2C=CC=CC=2)C2C=CC=CC=2)[P](C2C=CC=CC=2)(C2C=CC=CC=2)C2C=CC=CC=2)(C2C=CC=CC=2)C2C=CC=CC=2)=CC=1>[OH:31][CH2:32][C:33]1[CH:38]=[C:37]([C:2]2[CH:3]=[C:4]3[C:8](=[C:9]([C:11]([NH2:13])=[O:12])[CH:10]=2)[NH:7][N:6]=[C:5]3[CH:14]2[CH2:15][CH2:16][N:17]([S:20]([CH2:23][CH2:24][CH2:25][N:26]3[CH2:27][CH2:28][CH2:29][CH2:30]3)(=[O:22])=[O:21])[CH2:18][CH2:19]2)[CH:36]=[CH:35][CH:34]=1 |f:2.3.4,5.6,^1:58,60,79,98|. Procedure details: Following the general procedure of Example 66, a mixture of 5-bromo-3-(1-{[3-(1-pyrrolidinyl)propyl]sulfonyl}-4-piperidinyl)-1H-indazole-7-carboxamide (Intermediate 27) (100 mg, 0.20 mmols), [3-(hydroxymethyl)phenyl]boronic acid (91 mg, 0.60 mmols), cesium carbonate (400 mg), and Pd(PPh3)4 (10 mg) in dioxane/water (3/1, 4 mL) was reacted. The reaction mixture was concentrated, redissolved in methylene chloride and filtered. The filtrate was concentrated and the residue was purified by using a Gi... Reactants: C1(CCCC1)C1=NOC(=C1[N+](=O)[O-])C(=O)OCC (Ethyl 3-cyclopentyl-4-nitro-isoxazole-5-carboxylate), solution, N (ammonia). Product: C1(CCCC1)C1=NOC(=C1[N+](=O)[O-])C(=O)N (3-Cyclopentyl-4-nitro-isoxazole-5-carboxamide). Isolated yield 62.0%. As a reaction SMILES: [CH:1]1([C:6]2[C:10]([N+:11]([O-:13])=[O:12])=[C:9]([C:14]([O:16]CC)=O)[O:8][N:7]=2)[CH2:5][CH2:4][CH2:3][CH2:2]1.[NH3:19]>>[CH:1]1([C:6]2[C:10]([N+:11]([O-:13])=[O:12])=[C:9]([C:14]([NH2:19])=[O:16])[O:8][N:7]=2)[CH2:5][CH2:4][CH2:3][CH2:2]1. Procedure: 51.59 g (203 mmol) of ethyl 3-cyclopentyl-4-nitro-isoxazole-5-carboxylate (example IV) are stirred, at room temperature for 3 hours, in 600 ml of a 2M solution of ammonia. The solvent is removed in vacuo and the residue is triturated with cyclohexane and dried in vacuo. 31.17 g (62%) of colorless solid are obtained.